From a dataset of the Open Reaction Database (ORD), a public repository of structured organic reaction records. describe an organic reaction: reactants, conditions, products, and yield Starting materials: ClC1=C(C=C2C=CN=C(C2=C1)OC)OC1CCC(CC1)(C(F)(F)F)C(CC)N (1-[4-(7-Chloro-1-methoxy-isoquinolin-6-yloxy)-1-trifluoromethyl-cyclohexyl]-propylamine), Cl (hydrochloride), Cl (HCl), CC(C)O (2-propanol), aqueous solution. The solvent is O (water). Yields the product NC(CC)C1(CCC(CC1)OC=1C=C2C=CNC(C2=CC1Cl)=O)C(F)(F)F (6-[4-(1-Amino-propyl)-4-trifluoromethyl-cyclohexyloxy]-7-chloro-2H-isoquinolin-1-one). The yield is 0.1%. As a reaction SMILES: [Cl:1][C:2]1[CH:11]=[C:10]2[C:5]([CH:6]=[CH:7][N:8]=[C:9]2[O:12]C)=[CH:4][C:3]=1[O:14][CH:15]1[CH2:20][CH2:19][C:18]([CH:25]([NH2:28])[CH2:26][CH3:27])([C:21]([F:24])([F:23])[F:22])[CH2:17][CH2:16]1.CC(O)C.Cl>O>[NH2:28][CH:25]([C:18]1([C:21]([F:23])([F:24])[F:22])[CH2:17][CH2:16][CH:15]([O:14][C:3]2[CH:4]=[C:5]3[C:10](=[CH:11][C:2]=2[Cl:1])[C:9](=[O:12])[NH:8][CH:7]=[CH:6]3)[CH2:20][CH2:19]1)[CH2:26][CH3:27]. Procedure details: 229 mg (480 mmol) of 1-[4-(7-Chloro-1-methoxy-isoquinolin-6-yloxy)-1-trifluoromethyl-cyclohexyl]-propylamine (75) were dissolved using 2 ml of 2-propanol and 2 ml of a 1N aqueous solution of HCl. The mixture was treated for 1 h at 100° C. under microwave irradiation. Afterwards, the mixture was diluted using 50 ml of water and lyophilized to yield 195 mg of Example 103 as the hydrochloride. Rt=0.64 min (Method P). Detected mass: 403.10 (M+H+). Starting materials: CC#N, c1cc2c(cc1OC1CC1)cc1n2CCC1, O=C1CCC(=O)N1I. Product: Ic1c2n(c3ccc(OC4CC4)cc13)CCC2. Reaction SMILES: [CH3:25][C:26]#[N:27].[CH:9]1([O:12][c:13]2[cH:14][c:15]3[cH:16][c:17]4[n:18]([c:19]3[cH:20][cH:21]2)[CH2:22][CH2:23][CH2:24]4)[CH2:10][CH2:11]1.[I:1][N:2]1[C:3](=[O:4])[CH2:5][CH2:6][C:7]1=[O:8]>>[I:1][c:16]1[c:15]2[cH:14][c:13]([O:12][CH:9]3[CH2:10][CH2:11]3)[cH:21][cH:20][c:19]2[n:18]2[c:17]1[CH2:24][CH2:23][CH2:22]2. Starting materials: CCN(C(C)C)C(C)C (DIEA), CCOC(=O)C.C(Cl)Cl (EtOAc CH2Cl2), C(CCl)Cl (EDC), C=1C=CC2=C(C1)N=NN2O (HOBt), ClC=1C(=NC=CN1)C(C1=CC=C(C=C1)OC1=CC=CC=C1)N (C-(3-chloropyrazin-2-yl)-C-(4-phenoxyphenyl)-methylamine). The solvent is C(=O)O (formic acid), C(Cl)Cl (CH2Cl2), C(Cl)Cl (CH2Cl2). Run at time 16 hour. Product: ClC=1C(=NC=CN1)C(NC=O)C1=CC=C(C=C1)OC1=CC=CC=C1 (N-[(3-Chloro-pyrazin-2-yl)-(4-phenoxy-phenyl)-methyl]-formamide). RXN SMILES: C(Cl)CCl.C1C=CC2N(O)N=NC=2C=1.[Cl:15][C:16]1[C:17]([CH:22]([NH2:36])[C:23]2[CH:28]=[CH:27][C:26]([O:29][C:30]3[CH:35]=[CH:34][CH:33]=[CH:32][CH:31]=3)=[CH:25][CH:24]=2)=[N:18][CH:19]=[CH:20][N:21]=1.CCN(C(C)C)C(C)C.C[CH2:47][O:48]C(C)=O.C(Cl)Cl>C(Cl)Cl.C(O)=O>[Cl:15][C:16]1[C:17]([CH:22]([C:23]2[CH:24]=[CH:25][C:26]([O:29][C:30]3[CH:35]=[CH:34][CH:33]=[CH:32][CH:31]=3)=[CH:27][CH:28]=2)[NH:36][CH:47]=[O:48])=[N:18][CH:19]=[CH:20][N:21]=1 |f:4.5|. Procedure details: To a mixture of formic acid. (0.38 mL, 9.6 mmol), EDC (1.84 g, 9.6 mmol) and HOBt (0.2 g, 1.3 mmol) in CH2Cl2 (25 mL) under nitrogen were added compound C-(3-chloropyrazin-2-yl)-C-(4-phenoxyphenyl)-methylamine (2.0 g, 6.4 mmol), followed by DIEA (2.2 mL, 12.8 mmol). The mixture was stirred for 16 h at rt. TLC (EtOAc/CH2Cl2, 1:1) showed no starting material. The reaction mixture was diluted with CH2Cl2 (75 mL), washed with water (3×50 mL) and dried (Na2SO4). Evaporation of solvent gave desired pr... Reactants: C1CCOC1, COc1ccc(O)cc1, ClC(Cl)Cl, N, CCOC(=O)N=NC(=O)OCC, CC(C)C(=O)Nc1cccc(C2CCN(CCC(O)c3ccccc3)CC2)c1, c1ccc(P(c2ccccc2)c2ccccc2)cc1. Product: COc1ccc(OC(CCN2CCC(c3cccc(NC(=O)C(C)C)c3)CC2)c2ccccc2)cc1. Reaction SMILES: [CH2:70]1[O:71][CH2:72][CH2:73][CH2:74]1.[CH3:29][O:30][c:31]1[cH:32][cH:33][c:34]([OH:37])[cH:35][cH:36]1.[Cl:75][CH:76]([Cl:77])[Cl:78].[NH3:69].[O:57]=[C:58]([O:59][CH2:60][CH3:61])[N:62]=[N:63][C:64]([O:65][CH2:66][CH3:67])=[O:68].[OH:1][CH:2]([CH2:3][CH2:4][N:5]1[CH2:6][CH2:7][CH:8]([c:11]2[cH:12][c:13]([NH:17][C:18]([CH:19]([CH3:20])[CH3:21])=[O:22])[cH:14][cH:15][cH:16]2)[CH2:9][CH2:10]1)[c:23]1[cH:24][cH:25][cH:26][cH:27][cH:28]1.[c:38]1([P:39]([c:40]2[cH:41][cH:42][cH:43][cH:44][cH:45]2)[c:46]2[cH:47][cH:48][cH:49][cH:50][cH:51]2)[cH:52][cH:53][cH:54][cH:55][cH:56]1>>[O:1]([CH:2]([CH2:3][CH2:4][N:5]1[CH2:6][CH2:7][CH:8]([c:11]2[cH:12][c:13]([NH:17][C:18]([CH:19]([CH3:20])[CH3:21])=[O:22])[cH:14][cH:15][cH:16]2)[CH2:9][CH2:10]1)[c:23]1[cH:24][cH:25][cH:26][cH:27][cH:28]1)[c:34]1[cH:33][cH:32][c:31]([O:30][CH3:29])[cH:36][cH:35]1. Yields the product CC(C)(C)OC(=O)N(C(=O)OC(C)(C)C)c1nccc2cc(NC(C(=O)O)c3ccc(OCC(=O)Nc4cccc(CN)c4)cc3)ccc12. RXN SMILES: [CH2:1]([O:2][C:3](=[O:4])[NH:11][CH2:12][c:13]1[cH:14][c:15]([NH:19][C:20]([CH2:21][O:22][c:23]2[cH:24][cH:25][c:26]([CH:29]([C:30](=[O:31])[OH:32])[NH:33][c:34]3[cH:35][c:36]4[cH:37][cH:38][n:39][c:40]([N:44]([C:45](=[O:46])[O:47][C:48]([CH3:49])([CH3:50])[CH3:51])[C:52](=[O:53])[O:54][C:55]([CH3:56])([CH3:57])[CH3:58])[c:41]4[cH:42][cH:43]3)[cH:27][cH:28]2)=[O:59])[cH:16][cH:17][cH:18]1)[c:5]1[cH:6][cH:7][cH:8][cH:9][cH:10]1.[CH3:60][OH:61]>>[NH2:11][CH2:12][c:13]1[cH:14][c:15]([NH:19][C:20]([CH2:21][O:22][c:23]2[cH:24][cH:25][c:26]([CH:29]([C:30](=[O:31])[OH:32])[NH:33][c:34]3[cH:35][c:36]4[cH:37][cH:38][n:39][c:40]([N:44]([C:45](=[O:46])[O:47][C:48]([CH3:49])([CH3:50])[CH3:51])[C:52](=[O:53])[O:54][C:55]([CH3:56])([CH3:57])[CH3:58])[c:41]4[cH:42][cH:43]3)[cH:27][cH:28]2)=[O:59])[cH:16][cH:17][cH:18]1. The reactants are CC(C)(C)OC(=O)N(C(=O)OC(C)(C)C)c1nccc2cc(NC(C(=O)O)c3ccc(OCC(=O)Nc4cccc(CNC(=O)OCc5ccccc5)c4)cc3)ccc12, CO. Reactants: [OH-].[NH4+] (Ammonium hydroxide), N(=[N+]=[N-])C1=C2/C(/C(NC2=CC=C1[N+](=O)[O-])=O)=C/C=1NC=CC1 ((Z)-4-azido-1,3-dihydro-5-nitro-3-[(1H-pyrrol-2-yl)methylene]-2H-indol-2-one), [H][H] (hydrogen). Reagents/catalysts: [Pt] (platinum on carbon). Run in C1CCOC1 (THF). Yields the product NC1=C2/C(/C(NC2=CC=C1N)=O)=C/C=1NC=CC1 ((Z)-4,5-diamino-1,3-dihydro-3-[(1H-pyrrol-2-yl)methylene]-2H-indol-2-one). Reaction SMILES: [N:1]([C:4]1[C:12]([N+:13]([O-])=O)=[CH:11][CH:10]=[C:9]2[C:5]=1/[C:6](=[CH:17]/[C:18]1[NH:19][CH:20]=[CH:21][CH:22]=1)/[C:7](=[O:16])[NH:8]2)=[N+]=[N-].[OH-].[NH4+].[H][H]>C1COCC1.[Pt]>[NH2:1][C:4]1[C:12]([NH2:13])=[CH:11][CH:10]=[C:9]2[C:5]=1/[C:6](=[CH:17]/[C:18]1[NH:19][CH:20]=[CH:21][CH:22]=1)/[C:7](=[O:16])[NH:8]2 |f:1.2|. Reported procedure: (Z)-4-Azido-1,3-dihydro-5-nitro-3-[(1H-pyrrol-2-yl)methylene]-2H-indol-2-one (340 mg, 1.15 mmol)(from Example 11) was dissolved in THF at rt (30 mL). Ammonium hydroxide was added (0.36 ml), followed by a catalytic amount of poisoned platinum on carbon (5% Pt/C•½S, 50 mg) (Engelhard Industries). The reaction mixture was hydrogenated in a Parr bomb under 50 psi of hydrogen for 2.5 h. The mixture was filtered through a cake of Celite®, and the cake was washed twice with THF. The hydrogenation was r... Reactants: CC(=O)O, C=O, CCOC(C)=O, COC(=O)c1ccc2c(C3CCCCC3)c3n(c2c1)CC(NCCN(C)C)Cc1ccccc1-3, ClCCl. Product: COC(=O)c1ccc2c(C3CCCCC3)c3n(c2c1)CC(N(C)CCN(C)C)Cc1ccccc1-3. Reaction SMILES: [C:35]([OH:36])(=[O:37])[CH3:38].[CH2:39]=[O:40].[CH3:44][CH2:45][O:46][C:47]([CH3:48])=[O:49].[CH:1]1([c:7]2[c:8]3[cH:9][cH:10][c:11]([C:31](=[O:32])[O:33][CH3:34])[cH:12][c:13]3[n:14]3[c:15]2-[c:16]2[c:17]([cH:27][cH:28][cH:29][cH:30]2)[CH2:18][CH:19]([NH:21][CH2:22][CH2:23][N:24]([CH3:25])[CH3:26])[CH2:20]3)[CH2:2][CH2:3][CH2:4][CH2:5][CH2:6]1.[Cl:41][CH2:42][Cl:43]>>[CH:1]1([c:7]2[c:8]3[cH:9][cH:10][c:11]([C:31](=[O:32])[O:33][CH3:34])[cH:12][c:13]3[n:14]3[c:15]2-[c:16]2[c:17]([cH:27][cH:28][cH:29][cH:30]2)[CH2:18][CH:19]([N:21]([CH2:22][CH2:23][N:24]([CH3:25])[CH3:26])[CH3:35])[CH2:20]3)[CH2:2][CH2:3][CH2:4][CH2:5][CH2:6]1.